Dataset: the Open Reaction Database (ORD), a public repository of structured organic reaction records. Task: describe an organic reaction: reactants, conditions, products, and yield Starting materials: CSC=1N=C(C2=C(N1)OC(=N2)C2=CC(=CC=C2)C)O (5-Methylsulfanyl-2-(3-methyl-phenyl)-oxazolo[5,4-d]pyrimidin-7-ol), COC1=C(C=C(C(=O)Cl)C=C1C)C (4-methoxy-3,5-dimethylbenzoyl chloride). Yields the product COC1=C(C=C(C=C1C)C=1OC=2N=C(N=C(C2N1)O)SC)C (2-(4-Methoxy-3,5-dimethyl-phenyl)-5-methylsulfanyl-oxazolo[5,4-d]pyrimidin-7-ol). Reaction SMILES: [CH3:1][S:2][C:3]1[N:4]=[C:5]([OH:19])[C:6]2[N:11]=C(C3C=CC=C(C)C=3)O[C:7]=2[N:8]=1.[CH3:20][O:21][C:22]1[C:30]([CH3:31])=[CH:29][C:25]([C:26](Cl)=[O:27])=[CH:24][C:23]=1[CH3:32]>>[CH3:20][O:21][C:22]1[C:30]([CH3:31])=[CH:29][C:25]([C:26]2[O:27][C:7]3[N:8]=[C:3]([S:2][CH3:1])[N:4]=[C:5]([OH:19])[C:6]=3[N:11]=2)=[CH:24][C:23]=1[CH3:32]. Procedure details: 2-(4-Methoxy-3,5-dimethyl-phenyl)-5-methylsulfanyl-oxazolo[5,4-d]pyrimidin-7-ol was prepared according to the procedure described in example 1, steps (a) to (d), using 4-methoxy-3,5-dimethylbenzoyl chloride in step (a). Reactants: [Al+3], CCOc1cccc(OCC)c1, Cc1ccccc1, [Cl-], [Cl-], [Cl-], ClCCCl, O=C1CCC(=O)O1, O. The product is CCOc1ccc(C(=O)CCC(=O)O)c(OCC)c1. Reaction SMILES: [Al+3:21].[CH2:1]([CH3:2])[O:3][c:4]1[cH:5][c:6]([O:10][CH2:11][CH3:12])[cH:7][cH:8][cH:9]1.[CH3:29][c:30]1[cH:31][cH:32][cH:33][cH:34][cH:35]1.[Cl-:20].[Cl-:22].[Cl-:23].[Cl:25][CH2:26][CH2:27][Cl:28].[O:13]=[C:14]1[CH2:15][CH2:16][C:17](=[O:18])[O:19]1.[OH2:24]>>[CH2:1]([CH3:2])[O:3][c:4]1[cH:5][c:6]([O:10][CH2:11][CH3:12])[c:7]([C:17]([CH2:16][CH2:15][C:14](=[O:13])[OH:19])=[O:18])[cH:8][cH:9]1. The reactants are N(=O)OCCC(C)C (isoamyl nitrite), NC1=C(C=CC(=C1)C(F)(F)F)C1=CC(=NC=N1)OC1=CC=CC2=C1N=C(S2)NC(C)=O (N-{4-[6-(2-Amino-4-trifluoromethyl-phenyl)-pyrimidin-4-yloxy]-benzothiazol-2-yl}-acetamide), [I-].[Cs+] (CsI), COCCOC (ethylene glycol dimethyl ether). Reagents/catalysts: [Cu]I (CuI). Solvent: CO (MeOH). Run at temperature 65 celsius, time 3 hour. The product is IC1=C(C=CC(=C1)C(F)(F)F)C1=CC(=NC=N1)OC1=CC=CC2=C1N=C(S2)NC(C)=O (N-{4-[6-(2-Iodo-4-trifluoromethyl-phenyl)-pyrimidin-4-yloxy]-benzothiazol-2-yl}-acetamide). As a reaction SMILES: N[C:2]1[CH:7]=[C:6]([C:8]([F:11])([F:10])[F:9])[CH:5]=[CH:4][C:3]=1[C:12]1[N:17]=[CH:16][N:15]=[C:14]([O:18][C:19]2[C:24]3[N:25]=[C:26]([NH:28][C:29](=[O:31])[CH3:30])[S:27][C:23]=3[CH:22]=[CH:21][CH:20]=2)[CH:13]=1.[I-:32].[Cs+].COCCOC.N(OCCC(C)C)=O>CO.[Cu]I>[I:32][C:2]1[CH:7]=[C:6]([C:8]([F:11])([F:10])[F:9])[CH:5]=[CH:4][C:3]=1[C:12]1[N:17]=[CH:16][N:15]=[C:14]([O:18][C:19]2[C:24]3[N:25]=[C:26]([NH:28][C:29](=[O:31])[CH3:30])[S:27][C:23]=3[CH:22]=[CH:21][CH:20]=2)[CH:13]=1 |f:1.2|. Reported procedure: To N-{4-[6-(2-amino-4-trifluoromethyl-phenyl)-pyrimidin-4-yloxy]-benzothiazol-2-yl}-acetamide, (Example 151), (0.25 g, 0.56 mmol) was added CsI (0.15 g, 0.56 mmol, Aldrich), 12 (0.071 g, 0.28 mmol, Aldrich), CuI (0.032 g, 0.17 mmol, Aldrich) and ethylene glycol dimethyl ether (6 mL). To the mixture was added isoamyl nitrite (0.45 mL, 3.4 mmol, Aldrich) and the reaction was stirred for 1 h at room temperature, at 65° C. for 3 h, and then at room temperature for 18 h. The reaction mixture was dilu... The reactants are CCOC(=O)C (EtOAc), NC1=C(C(C(=O)O)=CC=C1)O (3-aminosalicylic acid), BrC1=C(SC(=C1)S(=O)(=O)Cl)Cl (3-bromo-2-chlorothiophene-5-sulfonyl chloride), C(=O)([O-])[O-].[Na+].[Na+] (Na2CO3). Run in O (water), O1CCOCC1 (dioxane). Yields the product BrC=1C=C(SC1Cl)S(=O)(=O)NC=1C(=C(C(=O)O)C=CC1)O (3-{[(4-Bromo-5-chlorothiophen-2-yl)sulfonyl]amino}-2-hydroxybenzoic acid). Yield: 53.0%. RXN SMILES: [NH2:1][C:2]1[CH:10]=[CH:9][CH:8]=[C:4]([C:5]([OH:7])=[O:6])[C:3]=1[OH:11].[Br:12][C:13]1[CH:17]=[C:16]([S:18](Cl)(=[O:20])=[O:19])[S:15][C:14]=1[Cl:22].C([O-])([O-])=O.[Na+].[Na+].CCOC(C)=O>O1CCOCC1.O>[Br:12][C:13]1[CH:17]=[C:16]([S:18]([NH:1][C:2]2[C:3]([OH:11])=[C:4]([CH:8]=[CH:9][CH:10]=2)[C:5]([OH:7])=[O:6])(=[O:20])=[O:19])[S:15][C:14]=1[Cl:22] |f:2.3.4|. Reported procedure: A solution of 3-aminosalicylic acid (0.17 g, 1.11 mmol) and 3-bromo-2-chlorothiophene-5-sulfonyl chloride (0.33 g, 1.11 mmol) in aqueous dioxane (20 mL, 95:5 dioxane/water) was stirred at room temperature for 4 weeks. The pH of the reaction mixture was adjusted to about 9 using 1M Na2CO3 and then EtOAc (200 mL) and water (100 mL) were added. The organic phase was removed and the aqueous phase washed with more EtOAc. The pH of the aqueous phase was adjusted to about 3 with concentrated phosphoric...